From a dataset of the Open Reaction Database (ORD), a public repository of structured organic reaction records. describe an organic reaction: reactants, conditions, products, and yield Run in COCCOC (DME). Procedure: From 2-amino-4-methanesulfonyl-6-phenyl-pyrimidine-5-carbonitrile and morpholine in DME. EI-MS m/e (%): 281 (M+, 38), 280 ([M—H]+, 100). Reaction SMILES: [NH2:1][C:2]1[N:7]=[C:6](S(C)(=O)=O)[C:5]([C:12]#[N:13])=[C:4]([C:14]2[CH:19]=[CH:18][CH:17]=[CH:16][CH:15]=2)[N:3]=1.[NH:20]1[CH2:25][CH2:24][O:23][CH2:22][CH2:21]1>COCCOC>[NH2:1][C:2]1[N:7]=[C:6]([N:20]2[CH2:25][CH2:24][O:23][CH2:22][CH2:21]2)[C:5]([C:12]#[N:13])=[C:4]([C:14]2[CH:19]=[CH:18][CH:17]=[CH:16][CH:15]=2)[N:3]=1. The reactants are NC1=NC(=C(C(=N1)S(=O)(=O)C)C#N)C1=CC=CC=C1 (2-amino-4-methanesulfonyl-6-phenyl-pyrimidine-5-carbonitrile), N1CCOCC1 (morpholine). The product is NC1=NC(=C(C(=N1)N1CCOCC1)C#N)C1=CC=CC=C1 (2-Amino-4-morpholin-4-yl-6-phenyl-pyrimidine-5-carbonitrile). Reactants: CC1NC2=C(NC(C1)=S)C=CC=C2 (4-methyl-4,5-dihydro-1H-benzo[b][1,4]diazepine-2(3H)-thione), C(C)(=O)NN (acetohydrazide). Run in CCCCO (n-BuOH). Product: CC1=NN=C2N1C1=C(NC(C2)C)C=CC=C1 (1,5-dimethyl-5,6-dihydro-4H-benzo[b][1,2,4]triazolo[4,3-d][1,4]diazepine). Yield: 44.9%. Reaction SMILES: [CH3:1][CH:2]1[CH2:8][C:7](=S)[NH:6][C:5]2[CH:10]=[CH:11][CH:12]=[CH:13][C:4]=2[NH:3]1.[C:14]([NH:17][NH2:18])(=O)[CH3:15]>CCCCO>[CH3:15][C:14]1[N:6]2[C:5]3[CH:10]=[CH:11][CH:12]=[CH:13][C:4]=3[NH:3][CH:2]([CH3:1])[CH2:8][C:7]2=[N:18][N:17]=1. Procedure: A solution of 4-methyl-4,5-dihydro-1H-benzo[b][1,4]diazepine-2(3H)-thione (200 mg, 1.04 mmol) and acetohydrazide (150 mg, 2.07 mmol) in n-BuOH (10 mL) was heated at 130° C. overnight. The reaction mixture was evaporated, and then water (10 mL) was added, extracted with ethyl acetate (10 mL), dried with Na2SO4, and concentrated to give the crude product, which was purified by prep-TLC to give 1,5-dimethyl-5,6-dihydro-4H-benzo[b][1,2,4]triazolo[4,3-d][1,4]diazepine (100 mg, 45%). Starting materials: N(=NC(=O)OCC)C(=O)OCC (diethyl azodicarboxylate), FC1=C(C(=CC=C1[N+](=O)[O-])F)O (2,6-difluoro-3-nitrophenol), C1(=CC=CC=C1)P(C1=CC=CC=C1)C1=CC=CC=C1 (triphenylphosphine), C(C)(C)(C)OC(NCCCO)=O ((3-hydroxypropyl)carbamic acid tert-butyl ester). The solvent is C1CCOC1 (THF), C1CCOC1 (THF), C1CCOC1 (THF). Run at time 30 minute. The product is C(C)(C)(C)OC(NCCCOC1=C(C(=CC=C1F)[N+](=O)[O-])F)=O ([3-(2,6-Difluoro-3-nitrophenoxy)propyl]carbamic acid tert-butyl ester). Isolated yield 91.7%. As a reaction SMILES: [F:1][C:2]1[C:7]([N+:8]([O-:10])=[O:9])=[CH:6][CH:5]=[C:4]([F:11])[C:3]=1[OH:12].C1(P(C2C=CC=CC=2)C2C=CC=CC=2)C=CC=CC=1.[C:32]([O:36][C:37](=[O:43])[NH:38][CH2:39][CH2:40][CH2:41]O)([CH3:35])([CH3:34])[CH3:33].N(C(OCC)=O)=NC(OCC)=O>C1COCC1>[C:32]([O:36][C:37](=[O:43])[NH:38][CH2:39][CH2:40][CH2:41][O:12][C:3]1[C:4]([F:11])=[CH:5][CH:6]=[C:7]([N+:8]([O-:10])=[O:9])[C:2]=1[F:1])([CH3:35])([CH3:34])[CH3:33]. Procedure: To a solution of 2,6-difluoro-3-nitrophenol (170 mg, 0.971 mmol) and triphenylphosphine (383 mg, 1.46 mmol) in THF (8 mL) was added a solution of (3-hydroxypropyl)carbamic acid tert-butyl ester (204 mg, 1.165 mmol) in THF (1 mL). The mixture was cooled in an ice bath and a solution of diethyl azodicarboxylate (255 mg, 1.46 mmol) in THF (1 mL) was added. The reaction was stirred at RT for 30 min, then concentrated in vacuo. The resulting residue was purified by column chromatography (Si—PCC, elua... Product: ClC1=C(C=C(C=C1)Cl)SCl (2,5-Dichlorobenzenesulfenyl chloride). Procedure: The procedure of Example 13 was repeated, reacting a slurry of N-chlorosuccinimide (3.72 g., 27.9 mmoles) in 50 ml. of carbon tetrachloride with 2,5-dichlorothiophenol (5.0 g., 27.9 mmoles) in 25 ml. of carbon tetrachloride. 2,5-Dichlorobenzenesulfenyl chloride (5.1 g.) was isolated as an oil. Reaction SMILES: [Cl:1]N1C(=O)CCC1=O.[Cl:9][C:10]1[CH:15]=[CH:14][C:13]([Cl:16])=[CH:12][C:11]=1[SH:17]>C(Cl)(Cl)(Cl)Cl>[Cl:9][C:10]1[CH:15]=[CH:14][C:13]([Cl:16])=[CH:12][C:11]=1[S:17][Cl:1]. Starting materials: ClN1C(CCC1=O)=O (N-chlorosuccinimide), ClC1=C(C=C(C=C1)Cl)S (2,5-dichlorothiophenol). The yield is 85.6%. Solvent: C(Cl)(Cl)(Cl)Cl (carbon tetrachloride), C(Cl)(Cl)(Cl)Cl (carbon tetrachloride). Starting materials: NCC(O)C=1N=C(OC1)C1=CC=C(C=C1)F (2-amino-1-(2-(4-fluorophenyl)oxazol-4-yl)ethanol), FC(C1=NC(=NO1)C=1C=C(C(=O)O)C=CC1)(F)F (3-(5-(trifluoromethyl)-1,2,4-oxadiazol-3-yl)benzoic acid). Product: FC1=CC=C(C=C1)C=1OC=C(N1)C(CNC(C1=CC(=CC=C1)C1=NOC(=N1)C(F)(F)F)=O)O (N-(2-(2-(4-Fluorophenyl)oxazol-4-yl)-2-hydroxyethyl)-3-(5-(trifluoromethyl)-1,2,4-oxadiazol-3-yl)benzamide). The yield is 39.0%. Reaction SMILES: [NH2:1][CH2:2][CH:3]([C:5]1[N:6]=[C:7]([C:10]2[CH:15]=[CH:14][C:13]([F:16])=[CH:12][CH:11]=2)[O:8][CH:9]=1)[OH:4].[F:17][C:18]([F:34])([F:33])[C:19]1[O:23][N:22]=[C:21]([C:24]2[CH:25]=[C:26]([CH:30]=[CH:31][CH:32]=2)[C:27](O)=[O:28])[N:20]=1>>[F:16][C:13]1[CH:14]=[CH:15][C:10]([C:7]2[O:8][CH:9]=[C:5]([CH:3]([OH:4])[CH2:2][NH:1][C:27](=[O:28])[C:26]3[CH:30]=[CH:31][CH:32]=[C:24]([C:21]4[N:20]=[C:19]([C:18]([F:34])([F:33])[F:17])[O:23][N:22]=4)[CH:25]=3)[N:6]=2)=[CH:11][CH:12]=1. Procedure: This compound was synthesized from 2-amino-1-(2-(4-fluorophenyl)oxazol-4-yl)ethanol and 3-(5-(trifluoromethyl)-1,2,4-oxadiazol-3-yl)benzoic acid as described in example 8 step 6 (70 mg, yield 39%). 1H NMR (400 MHz, CDCl3) δ 8.51 (m, 1H), 8.28-8.26 (m, 1H), 8.08-8.01 (m, 3H), 7.73 (s, 1H), 7.66-7.62 (m, 1H), 7.17-7.08 (m, 3H), 5.05-5.03 (m, 1H), 4.12-4.06 (ddd, J=14.1 Hz, 6.3 Hz, 3.8 Hz, 1H), 3.91-3.85 (m, 1H), 3.77 (br s, 1H). MS (ESI) m/z: Calculated for C21H14F4N4O4: 462.10. found: 463.1 (M+H)...